Dataset: the Open Reaction Database (ORD), a public repository of structured organic reaction records. Task: describe an organic reaction: reactants, conditions, products, and yield Reactants: CCOC(=O)/N=N/C(=O)OCC (Diethylazodicarboxylate), COC([C@H]1N(C[C@@H](C1)O)C(=O)OC(C)(C)C)=O (N-Boc-trans-4-hydroxy-L-proline methyl ester), FC=1C=CC(=C(C1)O)[N+](=O)[O-] (5-fluoro-2-nitrophenol), C1(=CC=CC=C1)P(C1=CC=CC=C1)C1=CC=CC=C1 (triphenylphosphine). Solvent: ClCCl (dichlormethane). Run at temperature 0 celsius. Yields the product FC=1C=CC(=C(O[C@H]2C[C@H](N(C2)C(=O)OC(C)(C)C)C(=O)OC)C1)[N+](=O)[O-] ((2S,4S)-1-tert-butyl 2-methyl 4-(5-fluoro-2-nitrophenoxy)pyrrolidine-1,2-dicarboxylate). As a reaction SMILES: CCOC(/N=N/C(OCC)=O)=O.[CH3:13][O:14][C:15](=[O:29])[C@@H:16]1[CH2:20][C@@H:19]([OH:21])[CH2:18][N:17]1[C:22]([O:24][C:25]([CH3:28])([CH3:27])[CH3:26])=[O:23].[F:30][C:31]1[CH:32]=[CH:33][C:34]([N+:38]([O-:40])=[O:39])=[C:35](O)[CH:36]=1.C1(P(C2C=CC=CC=2)C2C=CC=CC=2)C=CC=CC=1>ClCCl>[F:30][C:31]1[CH:36]=[CH:35][C:34]([N+:38]([O-:40])=[O:39])=[C:33]([CH:32]=1)[O:21][C@@H:19]1[CH2:18][N:17]([C:22]([O:24][C:25]([CH3:26])([CH3:28])[CH3:27])=[O:23])[C@H:16]([C:15]([O:14][CH3:13])=[O:29])[CH2:20]1. Procedure details: Diethylazodicarboxylate (1.76 ml) was added dropwise to a solution of N-Boc-trans-4-hydroxy-L-proline methyl ester (2.74 g), 5-fluoro-2-nitrophenol (1.47 g) and triphenylphosphine (2.93 g) in dichlormethane under cooling at 0° C. The coolant was removed after 20 min and the reaction mixture was stirred at room temperature over the weekend. The solvent was evaporated and the residue war purified by chromatography to give the desired product. Reactants: N1(CCCCCC1)C=1C(=NC2=CC=C(C=C2N1)C(=O)OC)C=1OC2=C(C1)C=CC(=C2)F (methyl 3-(azepan-1-yl)-2-(6-fluoro-1-benzofuran-2-yl)quinoxaline-6-carboxylate), [OH-].[Na+] (sodium hydroxide), O (water). Solvent: CO (methanol), C(Cl)(Cl)Cl (chloroform). Reaction conditions: time 8 hour. Product: N1(CCCCCC1)C=1C(=NC2=CC=C(C=C2N1)C(=O)O)C=1OC2=C(C1)C=CC(=C2)F (3-(azepan-1-yl)-2-(6-fluoro-1-benzofuran-2-yl)quinoxaline-6-carboxylic acid). The yield is 56.6%. RXN SMILES: [N:1]1([C:8]2[C:9]([C:22]3[O:23][C:24]4[CH:30]=[C:29]([F:31])[CH:28]=[CH:27][C:25]=4[CH:26]=3)=[N:10][C:11]3[C:16]([N:17]=2)=[CH:15][C:14]([C:18]([O:20]C)=[O:19])=[CH:13][CH:12]=3)[CH2:7][CH2:6][CH2:5][CH2:4][CH2:3][CH2:2]1.[OH-].[Na+].O>CO.C(Cl)(Cl)Cl>[N:1]1([C:8]2[C:9]([C:22]3[O:23][C:24]4[CH:30]=[C:29]([F:31])[CH:28]=[CH:27][C:25]=4[CH:26]=3)=[N:10][C:11]3[C:16]([N:17]=2)=[CH:15][C:14]([C:18]([OH:20])=[O:19])=[CH:13][CH:12]=3)[CH2:2][CH2:3][CH2:4][CH2:5][CH2:6][CH2:7]1 |f:1.2|. Reported procedure: To a solution of methyl 3-(azepan-1-yl)-2-(6-fluoro-1-benzofuran-2-yl)quinoxaline-6-carboxylate (73 mg, 0.17 mmol) in methanol (25 mL) and chloroform (5 mL) was added sodium hydroxide (13.6 mg, 0.34 mmol) and water (2 mL) with stirring overnight at room temperature. The reaction mixture was concentrated under vacuum, dissolved in water (15 mL), adjusted pH to 5 with HCl (3 N) to give the precipitate, which was collected by filtration to afford 3-(azepan-1-yl)-2-(6-fluoro-1-benzofuran-2-yl)quinox... The reactants are Cl.ClC=1C=C(C=CC1)N1CCNCC1 (1-(3-chlorophenyl)piperazine hydrochloride), C1(=C(C=CC=C1)CN1CCN(CC1)C1=CC=CC=C1)C1=CC=CC=C1 (1-(biphenyl-2-ylmethyl)-4-phenylpiperazine), C1(=CC(=CC=C1)C=O)C1=CC=CC=C1 (biphenyl-3-carbaldehyde), [BH-](OC(=O)C)(OC(=O)C)OC(=O)C.[Na+] (NaBH(OAc)3). Yields the product C1(=CC(=CC=C1)CN1CCN(CC1)C1=CC(=CC=C1)Cl)C1=CC=CC=C1 (1-(biphenyl-3-ylmethyl)-4-(3-chlorophenyl)piperazine). As a reaction SMILES: Cl.[Cl:2][C:3]1[CH:4]=[C:5]([N:9]2[CH2:14][CH2:13][NH:12][CH2:11][CH2:10]2)[CH:6]=[CH:7][CH:8]=1.[C:15]1([C:23]2[CH:28]=[CH:27][CH:26]=[CH:25][CH:24]=2)[CH:20]=[CH:19][CH:18]=[C:17]([CH:21]=O)[CH:16]=1.[BH-](OC(C)=O)(OC(C)=O)OC(C)=O.[Na+].C1(C2C=CC=CC=2)C=CC=CC=1CN1CCN(C2C=CC=CC=2)CC1>>[C:15]1([C:23]2[CH:24]=[CH:25][CH:26]=[CH:27][CH:28]=2)[CH:20]=[CH:19][CH:18]=[C:17]([CH2:21][N:12]2[CH2:13][CH2:14][N:9]([C:5]3[CH:6]=[CH:7][CH:8]=[C:3]([Cl:2])[CH:4]=3)[CH2:10][CH2:11]2)[CH:16]=1 |f:0.1,3.4|. Reported procedure: 11 mg of the target compound (0.03 mmol, 3.7%) was obtained using 1-(3-chlorophenyl)piperazine hydrochloride (382 mg, 1.64 mmol), biphenyl-3-carbaldehyde (150 mg, 0.82 mmol) and NaBH(OAc)3 (529 mg, 2.46 mmol) according to the synthesis method of Compound 1.